The task is: describe an organic reaction: reactants, conditions, products, and yield. This data is from the Open Reaction Database (ORD), a public repository of structured organic reaction records. The reactants are O=[Ag-], BrCc1ccccc1, CN(C)C=O, O=C(CCOCCc1ccc2sccc2c1)N1CC(O)C1. The product is O=C(CCOCCc1ccc2sccc2c1)N1CC(OCc2ccccc2)C1. RXN SMILES: [Ag-:35]=[O:36].[Br:22][CH2:23][c:24]1[cH:25][cH:26][cH:27][cH:28][cH:29]1.[CH3:30][N:31]([CH3:32])[CH:33]=[O:34].[s:1]1[cH:2][cH:3][c:4]2[c:5]1[cH:6][cH:7][c:8]([CH2:10][CH2:11][O:12][CH2:13][CH2:14][C:15](=[O:16])[N:17]1[CH2:18][CH:19]([OH:21])[CH2:20]1)[cH:9]2>>[s:1]1[cH:2][cH:3][c:4]2[c:5]1[cH:6][cH:7][c:8]([CH2:10][CH2:11][O:12][CH2:13][CH2:14][C:15](=[O:16])[N:17]1[CH2:18][CH:19]([O:21][CH2:23][c:24]3[cH:25][cH:26][cH:27][cH:28][cH:29]3)[CH2:20]1)[cH:9]2. Starting materials: Cl.ClCC=1C=NC=C(C1)C1=CC(=C(C=C1)Cl)Cl (3-chloromethyl-5-(3,4-dichloro-phenyl)-pyridine hydrochloride), C(C)C=1NC=CN1 (2-ethylimidazole). Product: Cl.ClC=1C=C(C=CC1Cl)C=1C=NC=C(C1)CN1C(=NC=C1)CC (3-(3,4-Dichloro-phenyl)-5-(2-ethyl-imidazol-1-yl-methyl)-pyridine Hydrochloride), solid. The yield is 49.0%. RXN SMILES: Cl.[Cl:2][CH2:3][C:4]1[CH:5]=[N:6][CH:7]=[C:8]([C:10]2[CH:15]=[CH:14][C:13]([Cl:16])=[C:12]([Cl:17])[CH:11]=2)[CH:9]=1.[CH2:18]([C:20]1[NH:21][CH:22]=[CH:23][N:24]=1)[CH3:19]>>[ClH:2].[Cl:17][C:12]1[CH:11]=[C:10]([C:8]2[CH:7]=[N:6][CH:5]=[C:4]([CH2:3][N:21]3[CH:22]=[CH:23][N:24]=[C:20]3[CH2:18][CH3:19])[CH:9]=2)[CH:15]=[CH:14][C:13]=1[Cl:16] |f:0.1,3.4|. Procedure: The title compound, MS: m/e=332.2 (M+H+) was obtained as an orange solid (49% yield) by the reaction of 3-chloromethyl-5-(3,4-dichloro-phenyl)-pyridine hydrochloride (1:1) with 2-ethylimidazole, using sodium hydride and triethylamine as base followed by formation of the hydrochloride salt. The reactants are BrC1=CC=C(C(C=O)=C1)O (5-bromosalicylaldehyde), BrC(C(=O)OCC)C(=O)OCC (diethyl bromomalonate), C([O-])([O-])=O.[K+].[K+] (potassium carbonate). Solvent: CC(CC)=O (2-butanone). Run at temperature 90 celsius, time 16 hour. Product: BrC=1C=CC2=C(C=C(O2)C(=O)OCC)C1 (ethyl 5-bromo-benzofuran-2-carboxylate). Yield: 26.8%. Reaction SMILES: [Br:1][C:2]1[CH:9]=[C:6]([CH:7]=O)[C:5]([OH:10])=[CH:4][CH:3]=1.Br[CH:12](C(OCC)=O)[C:13]([O:15][CH2:16][CH3:17])=[O:14].C(=O)([O-])[O-].[K+].[K+]>CC(=O)CC>[Br:1][C:2]1[CH:3]=[CH:4][C:5]2[O:10][C:12]([C:13]([O:15][CH2:16][CH3:17])=[O:14])=[CH:7][C:6]=2[CH:9]=1 |f:2.3.4|. Procedure: A mixture of 5-bromosalicylaldehyde (10 g, 50 mmol), diethyl bromomalonate (13.1 g, 55 mmol), potassium carbonate (6.9 g, 50 mmol), and 2-butanone (80 mL) was stirred at 90° C. for 16 hrs. The solvent was removed under reduced pressure at 45° C., and the residue was acidified with 1M HCl, extracted, washed, dried, and evaporated. The residue was purified by chromatography to give about 3.6 g of ethyl 5-bromo-benzofuran-2-carboxylate, mp. 59-60° C. The reactants are FC(CCC(=O)OCC)(F)F (ethyl 4,4,4-trifluorobutyrate), [OH-].[K+] (potassium hydroxide), CO (methanol). Solvent: O (water). The product is FC(CCC(=O)O)(F)F (4,4,4-trifluorobutyric acid). Yield: 98.0%. Reaction SMILES: [F:1][C:2]([F:11])([F:10])[CH2:3][CH2:4][C:5]([O:7]CC)=[O:6].[OH-].[K+].CO>O>[F:1][C:2]([F:11])([F:10])[CH2:3][CH2:4][C:5]([OH:7])=[O:6] |f:1.2|. Reported procedure: To 160 g of ethyl 4,4,4-trifluorobutyrate, a mixed solution of 123 g of potassium hydroxide, 900 ml of methanol and 80 ml of water was added under ice cooling and the mixture was further reacted at room temperature for 12 hours. After the reaction solution was concentrated under reduced pressure, the resulting residue was then partitioned between water and diethyl ether. The ether layer was extracted once with water and the water layer was combined with the aqueous layer which had already been p... The reactants are [Na] (sodium), C1=CC=CC=2SCC3=C(C(C21)=NO)C=CC=C3 (dibenzo[b,e]thiepin-11(6H)-one-oxime), C(C)N(CCCCl)CC (3-diethylamino-propyl chloride). Run in C(C)O (ethanol), C(C)O (ethanol). Run at temperature 50 celsius, time 3 hour. The product is C(C)N(CCCN=C1C2=C(SCC3=C1C=CC=C3)C=CC=C2)CC (N,N-diethyl-N'-{ dibenzo[b,e]thiepin-11(6H)-ylidene}-1,3-propanediamine). RXN SMILES: [Na].[CH:2]1[C:12]2[C:11](=[N:13]O)[C:10]3[CH:15]=[CH:16][CH:17]=[CH:18][C:9]=3[CH2:8][S:7][C:6]=2[CH:5]=[CH:4][CH:3]=1.[CH2:19]([N:21]([CH2:26][CH3:27])[CH2:22][CH2:23][CH2:24]Cl)[CH3:20]>C(O)C>[CH2:19]([N:21]([CH2:26][CH3:27])[CH2:22][CH2:23][CH2:24][N:13]=[C:11]1[C:10]2[CH:15]=[CH:16][CH:17]=[CH:18][C:9]=2[CH2:8][S:7][C:6]2[CH:5]=[CH:4][CH:3]=[CH:2][C:12]1=2)[CH3:20] |^1:0|. Reported procedure: 1.65 G. of sodium in 60 ml. of absolute ethanol are treated dropwise with 11.4 g. of dibenzo[b,e]thiepin-11(6H)-one-oxime in 60 ml. of absolute ethanol. The mixture is stirred at 50° C. for 3 hours and then cooled to 5°-10° C. The mixture is then treated dropwise with 15.3 g. of 3-diethylamino-propyl chloride, stirred at 50° C. for 16 hours and subsequently evaporated under reduced pressure. The residue is dissolved in chloroform, washed with water, dried over sodium sulfate and evaporated under... The reactants are S(O)(O)(=O)=O (sulfuric acid), [N+](=O)(O)[O-] (nitric acid), C(C)(=O)NC1=CC=C(C=C1)S(=O)(=O)C=CC#N (3-(4-acetamidobenzenesulfonyl)acrylonitrile). Run in ice water. Yields the product NC1=C(C=C(C=C1)S(=O)(=O)C=CC#N)[N+](=O)[O-] (2-cyanovinyl 4-amino-3-nitrophenyl sulfone). Reaction SMILES: C([NH:4][C:5]1[CH:10]=[CH:9][C:8]([S:11]([CH:14]=[CH:15][C:16]#[N:17])(=[O:13])=[O:12])=[CH:7][CH:6]=1)(=O)C.S(=O)(=O)(O)O.[N+:23]([O-])([OH:25])=[O:24]>>[NH2:4][C:5]1[CH:10]=[CH:9][C:8]([S:11]([CH:14]=[CH:15][C:16]#[N:17])(=[O:13])=[O:12])=[CH:7][C:6]=1[N+:23]([O-:25])=[O:24]. Reported procedure: 3-(4-acetamidobenzenesulfonyl)acrylonitrile, prepared as described in the aforesaid U.S. Pat. No. 3,541,119, is nitrated at about room temperature in a mixture of nitric acid and concentrated sulfuric acid for about two hours, and thereafter drowned in ice water. The 2-cyanovinyl 4-acetamido-3-nitrophenyl sulfone recovered is hydrolyzed in a mixture of dilute hydrochloric acid and ethanol to give 2-cyanovinyl 4-amino-3-nitrophenyl sulfone. 25.3 g (0.1 mol) of this material is carefully dried and...